From a dataset of the Open Reaction Database (ORD), a public repository of structured organic reaction records. describe an organic reaction: reactants, conditions, products, and yield Starting materials: NC1CCC2=C(C=CC=C12)OC (1-amino-2,3-dihydro-4-methoxy-1H-indene), OCCCC(=O)C=1OC(=C(N1)C1=CC=CC=C1)C1=CC=CC=C1 (4-hydroxy-1-(4,5-diphenyloxazol-2-yl)butan-1-one), C1(=CC=C(C=C1)S(=O)(=O)O)C (p-toluenesulfonic acid). Run in C1(=CC=CC=C1)C (toluene). Reaction conditions: time 1 hour. The product is OCCCC(C=1OC(=C(N1)C1=CC=CC=C1)C1=CC=CC=C1)NC1CCC2=C(C=CC=C12)OC (1-[[4-hydroxy-1-(4,5-diphenyloxazol-2-yl)butyl]amino]-2,3-dihydro-4-methoxy-1H-indene). The yield is 32.6%. RXN SMILES: [NH2:1][CH:2]1[C:10]2[C:5](=[C:6]([O:11][CH3:12])[CH:7]=[CH:8][CH:9]=2)[CH2:4][CH2:3]1.[OH:13][CH2:14][CH2:15][CH2:16][C:17]([C:19]1[O:20][C:21]([C:30]2[CH:35]=[CH:34][CH:33]=[CH:32][CH:31]=2)=[C:22]([C:24]2[CH:29]=[CH:28][CH:27]=[CH:26][CH:25]=2)[N:23]=1)=O.C1(C)C=CC(S(O)(=O)=O)=CC=1>C1(C)C=CC=CC=1>[OH:13][CH2:14][CH2:15][CH2:16][CH:17]([NH:1][CH:2]1[C:10]2[C:5](=[C:6]([O:11][CH3:12])[CH:7]=[CH:8][CH:9]=2)[CH2:4][CH2:3]1)[C:19]1[O:20][C:21]([C:30]2[CH:35]=[CH:34][CH:33]=[CH:32][CH:31]=2)=[C:22]([C:24]2[CH:25]=[CH:26][CH:27]=[CH:28][CH:29]=2)[N:23]=1. Reported procedure: A solution of 1-amino-2,3-dihydro-4-methoxy-1H-indene (0.30 g), 4-hydroxy-1-(4,5-diphenyloxazol-2-yl)butan-1-one (0.56 g) and p-toluenesulfonic acid (catalytic amount) in toluene (50 ml) was refluxed for 2 days with Dean-stark equipment. The solvent was evaporated in vacuo and the residue was dissolved in methanol (10 ml). To the methanol solution was added NaBH4 (0.20 g) at 0° C. After being stirred for 1 hour at the same temperature, the solvent was evaporated in vacuo and the residue was part... The reactants are NC1=NN2C(C=N1)=C(N=C2CCC)C (2-Amino-5-methyl-7-propylimidazo[5,1-f]-as-triazine), C(C1=CC=CC=C1)[Mg]Cl (benzyl magnesium chloride), [Cl-].[NH4+] (ammonium chloride). The solvent is CCOCC (ether). Reaction conditions: time 4 hour. The product is NC1=NN2C(C(N1)CC1=CC=CC=C1)=C(N=C2CCC)C (2-amino-4-benzyl-3,4-dihydro-5-methyl-7-propylimidazo [5,1-f]-as-triazine). As a reaction SMILES: [NH2:1][C:2]1[N:7]=[CH:6][C:5]2=[C:8]([CH3:14])[N:9]=[C:10]([CH2:11][CH2:12][CH3:13])[N:4]2[N:3]=1.[CH2:15]([Mg]Cl)[C:16]1[CH:21]=[CH:20][CH:19]=[CH:18][CH:17]=1.[Cl-].[NH4+]>CCOCC>[NH2:1][C:2]1[NH:7][CH:6]([CH2:15][C:16]2[CH:21]=[CH:20][CH:19]=[CH:18][CH:17]=2)[C:5]2=[C:8]([CH3:14])[N:9]=[C:10]([CH2:11][CH2:12][CH3:13])[N:4]2[N:3]=1 |f:2.3|. Reported procedure: 2-Amino-5-methyl-7-propylimidazo[5,1-f]-as-triazine (Example 4) (1.9 g.) was added to benzyl magnesium chloride (prepared from benzyl chloride (6.3 g.) and magnesium (1.2 g.)) in ether (400 ml.), and the mixture was stirred for 4 hours at room temperature. Aqueous ammonium chloride (50 ml., 20%) was added and the aqueous layer was separated and extracted with ethyl acetate. The extracts were dried over magnesium sulphate, filtered and evaporated and the residue was chromatographed on silica gel ... Reactants: C(CC)(=O)O (propionic acid), [NH4+].[NH4+].[O-]S(=O)(=O)OOS(=O)(=O)[O-] (ammonium peroxodisulfate), CC1=C2C(=NC=C1)C=1C=CC=CC1C2=O (4-methyl-5H-indeno[3,2-b]pyridin-5-one), N (ammonia). Reagents/catalysts: [N+](=O)([O-])[O-].[Ag+] (silver nitrate). Solvent: O (water), S(O)(O)(=O)=O (sulfuric acid). Run at temperature 80 celsius, time 90 minute. The product is C(C)C1=CC(=C2C(=N1)C=1C=CC=CC1C2=O)C (2-ethyl-4-methyl-5H-indeno[3,2-b]pyridin-5-one). Yield: 418.0%. RXN SMILES: [C:1](O)(=O)[CH2:2]C.[NH4+].[NH4+].[O-]S(OOS([O-])(=O)=O)(=O)=O.[CH3:18][C:19]1[CH:24]=[CH:23][N:22]=[C:21]2[C:25]3[CH:26]=[CH:27][CH:28]=[CH:29][C:30]=3[C:31](=[O:32])[C:20]=12.N>O.S(=O)(=O)(O)O.[N+]([O-])([O-])=O.[Ag+]>[CH2:1]([C:23]1[N:22]=[C:21]2[C:25]3[CH:26]=[CH:27][CH:28]=[CH:29][C:30]=3[C:31](=[O:32])[C:20]2=[C:19]([CH3:18])[CH:24]=1)[CH3:2] |f:1.2.3,8.9|. Procedure: At 25° C., 3.6 g of silver nitrate (0.018 mol) and 26.4 g (0.3 mol) of propionic acid and, at 70° C. in the course of 40 minutes, a solution of 27.4 g (0.12 mol) of ammonium peroxodisulfate in 60 ml of water were added dropwise to a solution of 11.7 g (0.006 mol) of 4-methyl-5H-indeno[3,2-b]pyridin-5-one in 130 ml of 2N sulfuric acid. The mixture was stirred at 80° C. for a further 90 minutes, then cooled and rendered alkaline at about 10° C. with a 28% strength aqueous ammonia solution and extr... Starting materials: NC(Cc1cc(O)ccc1Br)C(=O)O, C=O, Cl, O. Product: O=C(O)C1Cc2c(Br)ccc(O)c2CN1. RXN SMILES: [Br:1][c:2]1[c:3]([CH2:4][CH:5]([NH2:6])[C:7](=[O:8])[OH:9])[cH:10][c:11]([OH:14])[cH:12][cH:13]1.[CH2:15]=[O:16].[ClH:17].[OH2:18]>>[Br:1][c:2]1[c:3]2[c:10]([c:11]([OH:14])[cH:12][cH:13]1)[CH2:15][NH:6][CH:5]([C:7](=[O:8])[OH:9])[CH2:4]2. Starting materials: C(F)(Cl)(Cl)Cl (CFCl3), ( s ), [N-]=[N+]=[N-].[Na+] (sodium azide), BrC(C(=O)OCC)(F)F (ethyl 2-bromo-2,2-difluoroacetate), O (water). Solvent: CS(=O)C (dimethyl sulfoxide). Conditions: time 18 hour. Product: N(=[N+]=[N-])C(C(=O)OCC)(F)F (ETHYL 2-AZIDO-2,2-DIFLUOROACETATE). As a reaction SMILES: [N-:1]=[N+:2]=[N-:3].[Na+].Br[C:6]([F:13])([F:12])[C:7]([O:9][CH2:10][CH3:11])=[O:8].O.C(Cl)(Cl)(Cl)F>CS(C)=O>[N:1]([C:6]([F:13])([F:12])[C:7]([O:9][CH2:10][CH3:11])=[O:8])=[N+:2]=[N-:3] |f:0.1|. Procedure: Powdered sodium azide (19.5 g, 0.3 mol) was added in portions, over 5 minutes, to a stirred solution of ethyl 2-bromo-2,2-difluoroacetate (50.74 g, 0.25 mol) in dry dimethyl sulfoxide (250 mL). After stirring at room temperature for 18 hours, the mixture was poured into water (750 mL) and extracted with methylene chloride (4×100 mL). The combined extracts were washed with water (4×100 mL), dried over anhydrous magnesium sulfate, then filtered, and the filtrate was distilled at atmospheric pressu... Reactants: O (water), C1(=CC=CC=C1)CC1(CCC1)C(=O)OCC (ethyl 1-phenylmethylcyclobutanecarboxylate), [OH-].[Na+] (sodium hydroxide), O (water). The solvent is C(C)O (ethanol). Reaction conditions: time 60 hour. Yields the product C1(=CC=CC=C1)CC1(CCC1)C(=O)O (1-Phenvlmethylcyclobutanecarboxylic Acid). RXN SMILES: [C:1]1([CH2:7][C:8]2([C:12]([O:14]CC)=[O:13])[CH2:11][CH2:10][CH2:9]2)[CH:6]=[CH:5][CH:4]=[CH:3][CH:2]=1.[OH-].[Na+].O>C(O)C>[C:1]1([CH2:7][C:8]2([C:12]([OH:14])=[O:13])[CH2:11][CH2:10][CH2:9]2)[CH:6]=[CH:5][CH:4]=[CH:3][CH:2]=1 |f:1.2|. Procedure: A mixture of ethyl 1-phenylmethylcyclobutanecarboxylate (4.16 g, 19.1 mmol), sodium hydroxide (1.2 g, 30 mmol) in ethanol (95%, 20 ml and water (5 ml) was stirred at room temperature for 60 hours. The reaction mixture was poured into cold water and extracted with diethyl ether. The aqueous Phase was separated, acidified with HCl (2N, 35 ml) and extracted with diethyl ether. The latter extract was washed with water, dried, filtered and evaporated to afford the desired product as a pale yellow oil... Starting materials: ClC1=C[C@H]2[C@@H]3CC[C@](C(C)=O)([C@]3(CC[C@@H]2[C@]2([C@@H]3[C@H](C(C=C12)=O)C3)C)C)O (6-chloro-17-hydroxy-1α,2α-methylene-4,6-pregnadiene-3,20-dione), II (iodine), ice water, ClC1=C[C@H]2[C@@H]3CC[C@](C(CI)=O)([C@]3(CC[C@@H]2[C@]2([C@@H]3[C@H](C(C=C12)=O)C3)C)C)O (6-chloro-17-hydroxy-21-iodo-1α,2α-methylene-4,6-pregnadiene-3,20-dione), [O-2].[Ca+2] (calcium oxide), solution, azoisobutyronitrile, II (iodine). Solvent: C(C)(=O)O (acetic acid), CO (methanol), O1CCCC1 (tetrahydrofuran), O1CCCC1 (tetrahydrofuran), C(C)N(CC)CC (triethylamine), CO (methanol), CC(=O)C (acetone). Product: C(C)(=O)OCC([C@]1(CC[C@H]2[C@@H]3C=C(C4=CC([C@H]5[C@@H]([C@]4(C)[C@H]3CC[C@]12C)C5)=O)Cl)O)=O (21-acetoxy-6-chloro-17-hydroxy-1α,2α-methylene-4,6-pregnadiene-3,20-dione). RXN SMILES: [Cl:1][C:2]1[C:21]2[C@:16]([CH3:24])([C@H:17]3[CH2:23][C@H:18]3[C:19](=[O:22])[CH:20]=2)[C@@H:15]2[C@H:4]([C@H:5]3[C@:12]([CH3:25])([CH2:13][CH2:14]2)[C@@:8]([OH:26])([C:9](=[O:11])[CH3:10])[CH2:7][CH2:6]3)[CH:3]=1.[O-2:27].[Ca+2].II.ClC1C2[C@](C)([C@H]3C[C@H]3[C:50](=[O:53])[CH:51]=2)[C@@H]2[C@H]([C@H]3[C@](C)(CC2)[C@@](O)(C(=O)CI)CC3)C=1>C(N(CC)CC)C.C(O)(=O)C.CC(C)=O.CO.O1CCCC1>[C:50]([O:53][CH2:10][C:9](=[O:11])[C@:8]1([OH:26])[C@:12]2([CH3:25])[C@H:5]([C@H:4]3[C@H:15]([CH2:14][CH2:13]2)[C@:16]2([CH3:24])[C:21](=[CH:20][C:19](=[O:22])[C@@H:18]4[CH2:23][C@@H:17]42)[C:2]([Cl:1])=[CH:3]3)[CH2:6][CH2:7]1)(=[O:27])[CH3:51] |f:1.2|. Procedure: A solution of 10 g. of 6-chloro-17-hydroxy-1α,2α-methylene-4,6-pregnadiene-3,20-dione in 75 ml. of methanol and 75 ml. of tetrahydrofuran is combined with 15 g. of calcium oxide and 500 mg. of azoisobutyronitrile. Several milliliters of a solution of 10 g. of iodine in 50 ml. of tetrahydrofuran and 30 ml. of methanol are added dropwise to the reaction mixture. After an induction time of 60 minutes, the solution loses its color; the residual iodine solution is added dropwise within 8 hours. The r...